Dataset: the Open Reaction Database (ORD), a public repository of structured organic reaction records. Task: describe an organic reaction: reactants, conditions, products, and yield Reactants: C(CCC)[Li] (n-butyllithium), hexanes, CC1(NC(CCC1)(C)C)C (2,2,6,6-tetramethylpiperidine), ClC1=CC(=CC=C1)OCOC (1-chloro-3-{[(methyloxy)methyl]oxy}benzene), C(=O)=O (carbon dioxide). Run in C1CCOC1 (THF), C1CCOC1 (THF), C1CCOC1 (THF), O (water), C(C)OCC (diethyl ether). Run at time 1 hour. The product is ClC1=C(C(=O)O)C(=CC=C1)OCOC (2-Chloro-6-{[(methyloxy)methyl]oxy}benzoic acid). Reaction SMILES: C([Li])CCC.CC1(C)CCCC(C)(C)N1.[Cl:16][C:17]1[CH:22]=[CH:21][CH:20]=[C:19]([O:23][CH2:24][O:25][CH3:26])[CH:18]=1.[C:27](=[O:29])=[O:28]>C1COCC1.O.C(OCC)C>[Cl:16][C:17]1[CH:22]=[CH:21][CH:20]=[C:19]([O:23][CH2:24][O:25][CH3:26])[C:18]=1[C:27]([OH:29])=[O:28]. Procedure: To a solution of 3-chlorophenol (8 ml, 77 mmol, ABCR) in DCM (120 ml) was added dimethoxymethane (32 ml, 362 mmol, Aldrich) and then p-toluenesulphonic acid (0.164 g, 0.952 mmol, Alfa Aesar). The solution was heated to reflux under nitrogen using a Soxhlet apparatus containing 3A activated molecular sieves (approximately 20 g)* for 24 h. *The 3A molecular sieves were replaced after 6 h. Approximately a quarter of the reaction mixture was applied to a 70 g aminopropyl cartridge (prewashed with me... Starting materials: CCCP(=O)(O)O, CC(C)c1nc2cc(NC(=O)c3c(C(=O)O)cnn3C)ccn2n1, CCN(C(C)C)C(C)C, Cl, FC1CNC1, C1CCOC1. The product is CC(C)c1nc2cc(NC(=O)c3c(C(=O)N4CC(F)C4)cnn3C)ccn2n1. Reaction SMILES: [CH2:31]([P:32]([OH:33])([OH:34])=[O:35])[CH2:36][CH3:37].[CH:1]([CH3:2])([CH3:3])[c:4]1[n:5][n:6]2[c:7]([cH:8][c:9]([NH:12][C:13](=[O:14])[c:15]3[c:16]([C:21](=[O:22])[OH:23])[cH:17][n:18][n:19]3[CH3:20])[cH:10][cH:11]2)[n:24]1.[CH:38]([N:39]([CH:40]([CH3:41])[CH3:42])[CH2:43][CH3:44])([CH3:45])[CH3:46].[ClH:25].[F:26][CH:27]1[CH2:28][NH:29][CH2:30]1.[O:47]1[CH2:48][CH2:49][CH2:50][CH2:51]1>>[CH:1]([CH3:2])([CH3:3])[c:4]1[n:5][n:6]2[c:7]([cH:8][c:9]([NH:12][C:13](=[O:14])[c:15]3[c:16]([C:21](=[O:22])[N:29]4[CH2:28][CH:27]([F:26])[CH2:30]4)[cH:17][n:18][n:19]3[CH3:20])[cH:10][cH:11]2)[n:24]1. The reactants are FC=1C=C(C=C(C1OC)F)C#CC=C1CCN(CC1)C1=NC=CC=C1[N+](=O)[O-] (2-{4-[3-(3,5-Difluoro-4-methoxyphenyl)prop-2-ynylidene]piperidin-1-yl}-3-nitropyridine), BrC1=CC(=C(C(=C1)F)OC)F (4-bromo-2,6-difluoranisole), [N+](=O)([O-])C=1C(=NC=CC1)N1CCC(CC1)=CC#C (3-Nitro-2-(4-prop-2-ynylidenepiperidin-1-yl)pyridine), IC=1C=C(C=CC1)C(C)=O (1-(3-iodophenyl)ethanone). Yields the product CC1=CC=C(C(=N1)N1CCC(CC1)=CC#CC=1C=C(C=CC1)C(C)=O)[N+](=O)[O-] (1-(3-{3-[1-(6-methyl-3-nitropyridin-2-yl)piperidin-4-ylidene]prop-1-ynyl}phenyl)ethanone). Isolated yield 84.3%. Reaction SMILES: F[C:2]1[CH:3]=[C:4]([C:11]#[C:12][CH:13]=[C:14]2[CH2:19][CH2:18][N:17]([C:20]3[C:25]([N+:26]([O-:28])=[O:27])=[CH:24][CH:23]=[CH:22][N:21]=3)[CH2:16][CH2:15]2)[CH:5]=[C:6](F)[C:7]=1OC.[N+]([C:32]1C(N2CCC(=CC#C)CC2)=NC=CC=1)([O-])=O.IC1C=[C:50]([C:54](=[O:56])C)C=CC=1.BrC1C=C(F)C(OC)=C(F)C=1>>[CH3:32][C:22]1[N:21]=[C:20]([N:17]2[CH2:16][CH2:15][C:14](=[CH:13][C:12]#[C:11][C:4]3[CH:5]=[C:6]([C:54](=[O:56])[CH3:50])[CH:7]=[CH:2][CH:3]=3)[CH2:19][CH2:18]2)[C:25]([N+:26]([O-:28])=[O:27])=[CH:24][CH:23]=1. Procedure details: The title compound was prepared in the same way as the Compound of Example 199 but substituting Compound 274c for Compound 1c and 1-(3-iodophenyl)ethanone for 4-bromo-2,6-difluoranisole. After the work-up, the residue was purified by automated flash liquid chromatography (SP1™-Biotage) eluting with PE-EtOAc gradient from 9:1 to 8:2 affording the title product. Yellow oil. Yield: 84.3%.